Dataset: the Open Reaction Database (ORD), a public repository of structured organic reaction records. Task: describe an organic reaction: reactants, conditions, products, and yield Starting materials: N1(CCOCC1)CCN1C2=CC=CC=C2C=2CCN(CC12)C1=NC=C(C=N1)C(=O)O (2-[9-(2-morpholin-4-ylethyl)-1,3,4,9-tetrahydro-2H-b-carbolin-2-yl]pyrimidine-5-carboxylic acid), CCN=C=NCCCN(C)C (EDCI), C=1C=CC2=C(C1)N=NN2O (HOBT), CCN(C(C)C)C(C)C (DIEA), NOC1OCCCC1 (NH2OTHP). Run in C(Cl)Cl (DCM). Conditions: time 16 hour. The product is O1C(CCCC1)ONC(=O)C=1C=NC(=NC1)N1CC=2N(C3=CC=CC=C3C2CC1)CCN1CCOCC1 (N-(tetrahydro-2H-pyran-2-yloxy)-2-[9-(2-morpholin-4-ylethyl)-1,3,4,9-tetrahydro-2H-b-carbolin-2-yl]pyrimidine-5-carboxamide). Isolated yield 23.3%. Reaction SMILES: [N:1]1([CH2:7][CH2:8][N:9]2[C:21]3[CH2:20][N:19]([C:22]4[N:27]=[CH:26][C:25]([C:28](O)=[O:29])=[CH:24][N:23]=4)[CH2:18][CH2:17][C:16]=3[C:15]3[C:10]2=[CH:11][CH:12]=[CH:13][CH:14]=3)[CH2:6][CH2:5][O:4][CH2:3][CH2:2]1.CCN=C=NCCCN(C)C.C1C=CC2N(O)N=NC=2C=1.CCN(C(C)C)C(C)C.[NH2:61][O:62][CH:63]1[CH2:68][CH2:67][CH2:66][CH2:65][O:64]1>C(Cl)Cl>[O:64]1[CH2:65][CH2:66][CH2:67][CH2:68][CH:63]1[O:62][NH:61][C:28]([C:25]1[CH:24]=[N:23][C:22]([N:19]2[CH2:18][CH2:17][C:16]3[C:15]4[C:10](=[CH:11][CH:12]=[CH:13][CH:14]=4)[N:9]([CH2:8][CH2:7][N:1]4[CH2:2][CH2:3][O:4][CH2:5][CH2:6]4)[C:21]=3[CH2:20]2)=[N:27][CH:26]=1)=[O:29]. Reported procedure: To a solution of 2-[9-(2-morpholin-4-ylethyl)-1,3,4,9-tetrahydro-2H-b-carbolin-2-yl]pyrimidine-5-carboxylic acid (160 mg, 0.39 mmol) in DCM (20 mL) were added EDCI (170 mg, 0.88 mmol), HOBT (90 mg, 0.66 mmol), DIEA (152 mg, 1.17 mmol) and NH2OTHP (47 mg, 0.4 mmol) under nitrogen atmosphere. The reaction mixture was stirred at room temperature for 16 hours. The reaction mixture was concentrated under reduced pressure and the residue obtained was purified by column chromatography using EtOAc in he... The reactants are CCCCC1Cc2c(cc(F)c(O)c2Br)C1=O, O=C([O-])O, CI, CN(C)C=O, [Na+]. Product: CCCCC1Cc2c(cc(F)c(OC)c2Br)C1=O. As a reaction SMILES: [Br:1][c:2]1[c:3]2[c:7]([cH:8][c:9]([F:12])[c:10]1[OH:11])[C:6](=[O:13])[CH:5]([CH2:14][CH2:15][CH2:16][CH3:17])[CH2:4]2.[C:20](=[O:21])([OH:22])[O-:23].[CH3:18][I:19].[CH3:25][N:26]([CH3:27])[CH:28]=[O:29].[Na+:24]>>[Br:1][c:2]1[c:3]2[c:7]([cH:8][c:9]([F:12])[c:10]1[O:11][CH3:20])[C:6](=[O:13])[CH:5]([CH2:14][CH2:15][CH2:16][CH3:17])[CH2:4]2. Starting materials: C(C1=CC=CC=C1)OC=1C=C(C=C(C1)OCC1=CC=CC=C1)C(CC(=O)C1=C(C=C(C=C1)O)O)=O (1-(3,5-bis-benzyloxy-phenyl)-3-(2,4-dihydroxy-phenyl)-propane-1,3-dione), Dowex-H+. Solvent: CC(C)O (2-propanol). The product is C(C1=CC=CC=C1)OC=1C=C(C=2OC3=CC(=CC=C3C(C2)=O)O)C=C(C1)OCC1=CC=CC=C1 (3′,5′-Dibenzyloxy-7-hydroxy-flavone). As a reaction SMILES: [CH2:1]([O:8][C:9]1[CH:10]=[C:11]([C:23](=[O:35])[CH2:24][C:25]([C:27]2[CH:32]=[CH:31][C:30]([OH:33])=[CH:29][C:28]=2O)=[O:26])[CH:12]=[C:13]([O:15][CH2:16][C:17]2[CH:22]=[CH:21][CH:20]=[CH:19][CH:18]=2)[CH:14]=1)[C:2]1[CH:7]=[CH:6][CH:5]=[CH:4][CH:3]=1>CC(O)C>[CH2:16]([O:15][C:13]1[CH:12]=[C:11]([CH:10]=[C:9]([O:8][CH2:1][C:2]2[CH:7]=[CH:6][CH:5]=[CH:4][CH:3]=2)[CH:14]=1)[C:23]1[O:35][C:32]2[C:27]([C:25](=[O:26])[CH:24]=1)=[CH:28][CH:29]=[C:30]([OH:33])[CH:31]=2)[C:17]1[CH:22]=[CH:21][CH:20]=[CH:19][CH:18]=1. Procedure: A solution of 20% lithiumhexamethyldisilazane in tetrahydrofuran (217.5 mL, 260 mmol) was added to a well-stirred solution of 2,4-dihydroxy acetophenone, 14 (9.88 g, 65 mmol) in tetrahydrofuran (150 mL) under nitrogen atmosphere at −78° C. for 30 min. The reaction mixture was stirred at −78° C. for 1 h and at −30° C. for 2 h. It was again cooled to −78° C. and a solution of ethyl-3,5-dibenzyloxy-benzoate 8 (23.5 g, 65 mmol) in tetrahydrofuran (100 mL) was added over a period of 30 min. It was fu... Reactants: CCN=C=NCCCN(C)C, CCOC(C)=O, CN(C)C=O, CCN(C(C)C)C(C)C, Cl, O=C(O)C(O)CCCCCCc1ccc(F)nc1, NCc1nnc(-c2ccc(O)cc2)s1, O, On1nnc2ccccc21. The product is O=C(NCc1nnc(-c2ccc(O)cc2)s1)C(O)CCCCCCc1ccc(F)nc1. Reaction SMILES: [CH3:31][N:32]([CH3:33])[CH2:34][CH2:35][CH2:36][N:37]=[C:38]=[N:39][CH2:40][CH3:41].[CH3:65][CH2:66][O:67][C:68](=[O:69])[CH3:70].[CH3:71][N:72]([CH3:73])[CH:74]=[O:75].[CH:42]([N:43]([CH:44]([CH3:45])[CH3:46])[CH2:47][CH3:48])([CH3:49])[CH3:50].[ClH:30].[F:1][c:2]1[cH:3][cH:4][c:5]([CH2:8][CH2:9][CH2:10][CH2:11][CH2:12][CH2:13][CH:14]([C:15](=[O:16])[OH:17])[OH:18])[cH:6][n:7]1.[NH2:51][CH2:52][c:53]1[n:54][n:55][c:56](-[c:58]2[cH:59][cH:60][c:61]([OH:64])[cH:62][cH:63]2)[s:57]1.[OH2:19].[OH:20][n:21]1[c:22]2[cH:23][cH:24][cH:25][cH:26][c:27]2[n:28][n:29]1>>[F:1][c:2]1[cH:3][cH:4][c:5]([CH2:8][CH2:9][CH2:10][CH2:11][CH2:12][CH2:13][CH:14]([C:15](=[O:17])[NH:51][CH2:52][c:53]2[n:54][n:55][c:56](-[c:58]3[cH:59][cH:60][c:61]([OH:64])[cH:62][cH:63]3)[s:57]2)[OH:18])[cH:6][n:7]1. Starting materials: ClC=1C=C(C(=O)OC)C=C(C1CN1C[C@H](CC1)N(C)C)Cl (methyl 3,5-dichloro-4-[(S)-3-(dimethylamino)pyrrolidin-1-ylmethyl]benzoate). The solvent is CO (methanol), CO (methanol). The product is ClC=1C=C(C(=O)O)C=C(C1CN1C[C@H](CC1)N(C)C)Cl (3,5-dichloro-4-[(S)-3-(dimethylamino)pyrrolidin-1-ylmethyl]benzoic acid). RXN SMILES: [Cl:1][C:2]1[CH:3]=[C:4]([CH:9]=[C:10]([Cl:21])[C:11]=1[CH2:12][N:13]1[CH2:17][CH2:16][C@H:15]([N:18]([CH3:20])[CH3:19])[CH2:14]1)[C:5]([O:7]C)=[O:6]>CO>[Cl:1][C:2]1[CH:3]=[C:4]([CH:9]=[C:10]([Cl:21])[C:11]=1[CH2:12][N:13]1[CH2:17][CH2:16][C@H:15]([N:18]([CH3:19])[CH3:20])[CH2:14]1)[C:5]([OH:7])=[O:6]. Procedure details: This compound was prepared in the same manner as in Reference Example 1 (step 6), except that methyl 3,5-dichloro-4-[(S)-3-(dimethylamino)pyrrolidin-1-ylmethyl]benzoate obtained in the step 3 was used and methanol was used as the solvent, and that after methanol was added to the residue and the resulting mixture was stirred, insolubles were removed by filtration and the solvent in the filtrate was distilled off under reduced pressure to obtain the objective compound. Starting materials: C(CCCCCCCC)C(CO)CO (2-n-Nonylpropan-1,3 -diol), BrC1=CC=C(C=O)C=C1 (4-bromobenzaldehyde), C1(=CC=C(C=C1)S(=O)(=O)O)C (4-toluenesulphonic acid). The product is BrC1=CC=C(C=C1)C1OCC(CO1)CCCCCCCCC (2-(4'-Bromophenyl)-5-n-nonyl-1,3-dioxane). Reaction SMILES: [CH2:1]([CH:10]([CH2:13][OH:14])[CH2:11][OH:12])[CH2:2][CH2:3][CH2:4][CH2:5][CH2:6][CH2:7][CH2:8][CH3:9].[Br:15][C:16]1[CH:23]=[CH:22][C:19]([CH:20]=O)=[CH:18][CH:17]=1.C1(C)C=CC(S(O)(=O)=O)=CC=1>>[Br:15][C:16]1[CH:23]=[CH:22][C:19]([CH:20]2[O:12][CH2:11][CH:10]([CH2:1][CH2:2][CH2:3][CH2:4][CH2:5][CH2:6][CH2:7][CH2:8][CH3:9])[CH2:13][O:14]2)=[CH:18][CH:17]=1. Procedure details: Quantities: compound from Example 10 (40.5 g, 0.2 mol), 4-bromobenzaldehyde (37 g, 0.2 mol) and 4-toluenesulphonic acid (150 mg). The experimental procedure was as described in Example 11. Procedure details: A solution of 18.6 g. of 4'-chloro-2-hydroxymethylbenzhydrol in 100 ml. of acetic acid and 10.4 g. selenium dioxide was refluxed for 2 hours. The mixture was poured on ice and made alkaline and extracted with ether. Concentration of the ether solution and addition of petroleum ether gave pale yellow prisms which after recrystallization from a mixture of ether and petroleum ether gave 2-(p-chlorobenzoyl)-benzaldehyde melting at 112°-113°. Ultraviolet inflexion (2-propanol) at 225 μ (ε = 17,500) a... Reactants: ClC1=CC=C(C(C2=C(C=CC=C2)CO)O)C=C1 (4'-chloro-2-hydroxymethylbenzhydrol), [Se](=O)=O (selenium dioxide). As a reaction SMILES: [Cl:1][C:2]1[CH:17]=[CH:16][C:5]([CH:6]([OH:15])[C:7]2[CH:12]=[CH:11][CH:10]=[CH:9][C:8]=2[CH2:13][OH:14])=[CH:4][CH:3]=1.[Se](=O)=O>C(O)(=O)C>[Cl:1][C:2]1[CH:17]=[CH:16][C:5]([C:6]([C:7]2[CH:12]=[CH:11][CH:10]=[CH:9][C:8]=2[CH:13]=[O:14])=[O:15])=[CH:4][CH:3]=1. The product is ClC1=CC=C(C(=O)C2=C(C=O)C=CC=C2)C=C1 (2-(p-chlorobenzoyl)-benzaldehyde). Solvent: C(C)(=O)O (acetic acid). The reactants are OCC=1N=CC2=CC=CC=C2C1 (3-Hydroxymethylisoquinoline), S(=O)(Cl)Cl (thionyl chloride). Reaction conditions: temperature 5 celsius. The product is Cl.ClCC=1N=CC2=CC=CC=C2C1 (3-Chloromethylisoquinoline hydrochloride). RXN SMILES: O[CH2:2][C:3]1[N:4]=[CH:5][C:6]2[C:11]([CH:12]=1)=[CH:10][CH:9]=[CH:8][CH:7]=2.S(Cl)([Cl:15])=O>>[ClH:15].[Cl:15][CH2:2][C:3]1[N:4]=[CH:5][C:6]2[C:11]([CH:12]=1)=[CH:10][CH:9]=[CH:8][CH:7]=2 |f:2.3|. Reported procedure: 3-Hydroxymethylisoquinoline (110 g) is added to thionyl chloride (130 cc), whilst cooling so as to keep the temperature between 25° and 30° C. The reaction mixture is then heated to the reflux temperature at a rate which is such that the evolution of gas is not excessive. The mixture is heated under reflux for 90 minutes (until the evolution of gas ceases), and then for a further 30 minutes. It is then cooled to 5° C. with ice, the slurry formed is filtered and the solid is washed with diethyl e...